Dataset: the Open Reaction Database (ORD), a public repository of structured organic reaction records. Task: describe an organic reaction: reactants, conditions, products, and yield The reactants are C(=O)(O)[O-].[Na+] (NaHCO3), NC1=CC2=C(CN(C(CN2CC=2N=CNC2)CC2=CC=CC=C2)C(=O)OC(C)(C)C)C=C1 (8-amino-2,3,4,5-tetrahydro-1-(1H-imidazol-4-ylmethyl)-3-(phenylmethyl)-1H-1,4-benzodiazepine-4-carboxylic acid, 1,1-dimethylethyl ester), C(=O)C=1N=CNC1 (4-formylimidazole), ClCCCl (1,2-DCE), C(C)(=O)O[BH-](OC(C)=O)OC(C)=O.[Na+] (Sodium triacetoxyborohydride), [OH-].[NH4+] (ammonium hydroxide). Solvent: C(C)(=O)O (acetic acid). Run at time 1 hour. The product is Cl.C(C)(=O)N1[C@@H](CN(C2=C(C1)C=C(C=C2)C2=CC=CC=C2)CC=2N=CNC2)CC2=CC=CC=C2 ((R)-4-Acetyl-2,3,4,5-tetrahydro-1-(1H-imidazol-4-ylmethyl)-7-phenyl-3-(phenylmethyl)-1H-1,4-benzodiazepine, monohydrochloride). As a reaction SMILES: N[C:2]1[CH:32]=[CH:31][C:5]2[CH2:6][N:7](C(OC(C)(C)C)=O)[CH:8]([CH2:17][C:18]3[CH:23]=[CH:22][CH:21]=[CH:20][CH:19]=3)[CH2:9][N:10]([CH2:11][C:12]3[N:13]=[CH:14][NH:15][CH:16]=3)[C:4]=2[CH:3]=1.[CH:33]([C:35]1N=CN[CH:39]=1)=O.C(O[BH-](O[C:50](=[O:52])[CH3:51])OC(=O)C)(=O)C.[Na+].[C:54]([O-])(O)=O.[Na+].[OH-].[NH4+].[Cl:61][CH2:62][CH2:63]Cl>C(O)(=O)C>[ClH:61].[C:50]([N:7]1[CH2:6][C:5]2[CH:31]=[C:32]([C:35]3[CH:39]=[CH:63][CH:62]=[CH:54][CH:33]=3)[CH:2]=[CH:3][C:4]=2[N:10]([CH2:11][C:12]2[N:13]=[CH:14][NH:15][CH:16]=2)[CH2:9][C@H:8]1[CH2:17][C:18]1[CH:19]=[CH:20][CH:21]=[CH:22][CH:23]=1)(=[O:52])[CH3:51] |f:2.3,4.5,6.7,10.11|. Reported procedure: Compound E (5.0 g, 14.0 mmol) and 4-formylimidazole (4.45 g, 46.3 mmol) were dissolved in 1,2-DCE (100 mL) and acetic acid (50 mL). Sodium triacetoxyborohydride (4.45 g, 21.0 mmol) was added all at once and the mixture was stirred at room temperature for 1 h. Saturated NaHCO3 (50 mL) was added followed by ammonium hydroxide (50 mL). The mixture was stirred for 2 h, concentrated and the residue was partitioned between water (100 mL) and ethyl acetate (200 mL). The organic layer was washed with wa... Reactants: COc1ccc(CC(=O)O)cc1, Cc1cccc(N)c1C. Reagents/catalysts: [B-](F)(F)(F)F.CN(C)C(=[N+](C)C)ON1C=CC=CC1=O (TPTU), CCN(C(C)C)C(C)C (DIPEA), C1=CC=C2C(=C1)N=NN2O (HOBt). The solvent is CN(C)C=O (DMF), CN(C)C=O (DMF), CN(C)C=O (DMF), CN(C)C=O (DMF), CN(C)C=O (DMF), CN(C)C=O (DMF). Reaction conditions: temperature 25 celsius, time 2 hour. Product: COc1ccc(CC(=O)Nc2cccc(C)c2C)cc1. Yield: 75.3%. Reaction SMILES: Cc1cccc(N)c1C.COc1ccc(CC(=O)O)cc1.[B-](F)(F)(F)F.CN(C)C(=[N+](C)C)ON1C=CC=CC1=O.C1=CC=C2C(=C1)N=NN2O.CCN(C(C)C)C(C)C.CN(C)C=O>>COc1ccc(CC(=O)Nc2cccc(C)c2C)cc1.